This data is from the Open Reaction Database (ORD), a public repository of structured organic reaction records. The task is: describe an organic reaction: reactants, conditions, products, and yield Reactants: ClC1=C(C=C(C=C1)C1=CC=C(O1)C=O)C(F)(F)F (5-(4-chloro-3-(trifluoromethyl)phenyl)furan-2-carbaldehyde), N1CCCCC1 (piperidine), C(CC(=O)O)(=O)O (Malonic acid), ice, Cl (HCl). Solvent: N1=CC=CC=C1 (pyridine). Product: ClC1=C(C=C(C=C1)C1=CC=C(O1)/C=C/C(=O)O)C(F)(F)F ((E)-3-(5-(4-chloro-3-(trifluoromethyl)phenyl)furan-2-yl)acrylic acid). Isolated yield 500.2%. Reaction SMILES: [Cl:1][C:2]1[CH:7]=[CH:6][C:5]([C:8]2[O:12][C:11]([CH:13]=O)=[CH:10][CH:9]=2)=[CH:4][C:3]=1[C:15]([F:18])([F:17])[F:16].N1CCCCC1.C(O)(=O)[CH2:26][C:27]([OH:29])=[O:28].Cl>N1C=CC=CC=1>[Cl:1][C:2]1[CH:7]=[CH:6][C:5]([C:8]2[O:12][C:11](/[CH:13]=[CH:26]/[C:27]([OH:29])=[O:28])=[CH:10][CH:9]=2)=[CH:4][C:3]=1[C:15]([F:16])([F:17])[F:18]. Procedure details: 5-(4-chloro-3-(trifluoromethyl)phenyl)furan-2-carbaldehyde (3.32 g, 13.4 mmol) was dissolved in pyridine (16.6 ml) and piperidine (0.66 ml) was added. Malonic acid (1.67 g, 1.61 mmol) was added and the reaction mixture was refluxed for 4 h. Cooled reaction mixture was poured into a solution of ice (100 ml) water (100 ml) and conc. HCl (100 ml). The precipitate was filtered and washed with cold water and recrystallised from ethanol to afford 2.55 g of the title compound. 1H-NMR (400 MHz; d6-DMSO)... Reaction SMILES: [CH3:22][O:23][C:24]([CH2:25][c:26]1[c:27]([F:36])[c:28]([OH:35])[cH:29][cH:30][c:31]1[N+:32](=[O:33])[O-:34])([CH3:37])[O:38][CH3:39].[CH3:46][CH2:47][O:48][C:49]([CH3:50])=[O:51].[Cl:1][c:2]1[cH:3][cH:4][n:5][c:6]2[cH:7][c:8]([O:14][CH2:15][c:16]3[cH:17][cH:18][cH:19][cH:20][cH:21]3)[c:9]([O:12][CH3:13])[cH:10][c:11]12.[O:40]1[CH2:41][CH2:42][O:43][CH2:44][CH2:45]1.[OH2:52]>>[c:2]1([O:35][c:28]2[c:27]([F:36])[c:26]([CH2:25][C:24]([O:23][CH3:22])([CH3:37])[O:38][CH3:39])[c:31]([N+:32](=[O:33])[O-:34])[cH:30][cH:29]2)[cH:3][cH:4][n:5][c:6]2[cH:7][c:8]([O:14][CH2:15][c:16]3[cH:17][cH:18][cH:19][cH:20][cH:21]3)[c:9]([O:12][CH3:13])[cH:10][c:11]12. The reactants are COC(C)(Cc1c([N+](=O)[O-])ccc(O)c1F)OC, CCOC(C)=O, COc1cc2c(Cl)ccnc2cc1OCc1ccccc1, C1COCCO1, O. Product: COc1cc2c(Oc3ccc([N+](=O)[O-])c(CC(C)(OC)OC)c3F)ccnc2cc1OCc1ccccc1. Starting materials: C(C)N1C(CCC1)CN (1-ethyl-2-aminomethyl pyrrolidine), FC(COC1=C(C(=O)OCC(F)(F)F)C=C(C=C1)OCC(F)(F)F)(F)F (2,2,2-trifluoroethyl 2,5-bis(2,2,2-trifluoroethoxy)benzoate). The product is FC(COC1=C(C(=O)NCC2N(CCC2)CC)C=C(C=C1)OCC(F)(F)F)(F)F (2,5-bis(2,2,2-trifluoroethoxy)-N-[(1-ethyl-2-pyrrolidyl)methyl]benzamide). RXN SMILES: [CH2:1]([N:3]1[CH2:7][CH2:6][CH2:5][CH:4]1[CH2:8][NH2:9])[CH3:2].[F:10][C:11]([F:35])([F:34])[CH2:12][O:13][C:14]1[CH:27]=[CH:26][C:25]([O:28][CH2:29][C:30]([F:33])([F:32])[F:31])=[CH:24][C:15]=1[C:16](OCC(F)(F)F)=[O:17]>>[F:10][C:11]([F:34])([F:35])[CH2:12][O:13][C:14]1[CH:27]=[CH:26][C:25]([O:28][CH2:29][C:30]([F:33])([F:32])[F:31])=[CH:24][C:15]=1[C:16]([NH:9][CH2:8][CH:4]1[CH2:5][CH2:6][CH2:7][N:3]1[CH2:1][CH3:2])=[O:17]. Procedure: Using the synthetic method illustrated in Example 23, 1-ethyl-2-aminomethyl pyrrolidine and 2,2,2-trifluoroethyl 2,5-bis(2,2,2-trifluoroethoxy)benzoate are reacted to provide a white solid, 2,5-bis(2,2,2-trifluoroethoxy)-N-[(1-ethyl-2-pyrrolidyl)methyl]benzamide, m.p. 78°-80° C. The reactants are COC(=O)c1c(Cl)cc(Br)cc1CBr, CCOC(C)=O, Cc1ccccc1, CCCCCC, [K+], [K+], O=C([O-])[O-], NCc1ccc(Oc2ccccc2)cc1. Yields the product O=C1c2c(Cl)cc(Br)cc2CN1Cc1ccc(Oc2ccccc2)cc1. Reaction SMILES: [CH3:1][O:2][C:3]([c:4]1[c:5]([CH2:12][Br:13])[cH:6][c:7]([Br:11])[cH:8][c:9]1[Cl:10])=[O:14].[CH3:36][CH2:37][O:38][C:39](=[O:40])[CH3:41].[CH3:42][c:43]1[cH:44][cH:45][cH:46][cH:47][cH:48]1.[CH3:49][CH2:50][CH2:51][CH2:52][CH2:53][CH3:54].[K+:30].[K+:31].[O-:32][C:33]([O-:34])=[O:35].[O:15]([c:16]1[cH:17][cH:18][cH:19][cH:20][cH:21]1)[c:22]1[cH:23][cH:24][c:25]([CH2:26][NH2:27])[cH:28][cH:29]1>>[C:3]1(=[O:14])[c:4]2[c:5]([cH:6][c:7]([Br:11])[cH:8][c:9]2[Cl:10])[CH2:12][N:27]1[CH2:26][c:25]1[cH:24][cH:23][c:22]([O:15][c:16]2[cH:17][cH:18][cH:19][cH:20][cH:21]2)[cH:29][cH:28]1. Reactants: C1CCOC1, COC(=O)COc1ccc(C(=O)N2CCC3(CC2)Oc2ccccc2-n2cccc23)cc1OC, [Li+], [OH-]. Product: COc1cc(C(=O)N2CCC3(CC2)Oc2ccccc2-n2cccc23)ccc1OCC(=O)O. RXN SMILES: [CH2:37]1[O:38][CH2:39][CH2:40][CH2:41]1.[CH3:1][O:2][c:3]1[c:4]([O:5][CH2:6][C:7](=[O:8])[O:9][CH3:10])[cH:11][cH:12][c:13]([C:15](=[O:16])[N:17]2[CH2:18][CH2:19][C:20]3([c:21]4[n:22]([cH:30][cH:31][cH:32]4)-[c:23]4[c:24]([cH:26][cH:27][cH:28][cH:29]4)[O:25]3)[CH2:33][CH2:34]2)[cH:14]1.[Li+:36].[OH-:35]>>[CH3:1][O:2][c:3]1[c:4]([O:5][CH2:6][C:7](=[O:8])[OH:9])[cH:11][cH:12][c:13]([C:15](=[O:16])[N:17]2[CH2:18][CH2:19][C:20]3([c:21]4[n:22]([cH:30][cH:31][cH:32]4)-[c:23]4[c:24]([cH:26][cH:27][cH:28][cH:29]4)[O:25]3)[CH2:33][CH2:34]2)[cH:14]1. Starting materials: Cl (HCl), C1(=CC=CC=C1)S(=O)(=O)N1C(=C(C=C1)C(F)(F)F)C(=O)OC (methyl 1-(phenylsulfonyl)-3-(trifluoromethyl)-1H-pyrrole-2-carboxylate), C[O-].[Na+] (NaOMe), solution. Run in CO (methanol), CO (MeOH). Reaction conditions: time 1 hour. Product: FC(C1=C(NC=C1)C(=O)OC)(F)F (methyl 3-(trifluoromethyl)-1H-pyrrole-2-carboxylate). As a reaction SMILES: C1(S([N:10]2[CH:14]=[CH:13][C:12]([C:15]([F:18])([F:17])[F:16])=[C:11]2[C:19]([O:21][CH3:22])=[O:20])(=O)=O)C=CC=CC=1.C[O-].[Na+].Cl>CO>[F:18][C:15]([F:16])([F:17])[C:12]1[CH:13]=[CH:14][NH:10][C:11]=1[C:19]([O:21][CH3:22])=[O:20] |f:1.2|. Reported procedure: To a solution of the product prepared in Step A (704 mg, 1.9 mmol, 1 eq) in methanol (10 mL) was added a solution of NaOMe in MeOH (2.46 mL of a 25% solution, 10.6 mmol, 5.6 eq). After 1 hr, 1 N HCl was added, the aqueous was extracted with diethyl ether, washed with brine, dried over MgSO4 and concentrated to yield methyl 3-(trifluoromethyl)-1H-pyrrole-2-carboxylate. The reactants are ClC=1C(=NN(C1C1=C(C=CC(=C1)[N+](=O)[O-])OC)C)C(F)(F)F (4-chloro-5-(2-methoxy-5-nitro-phenyl)-1-methyl-3-trifluoromethyl-1H-pyrazole). Run in CCO (EtOH). The product is ClC1=C(N(N=C1C(F)(F)F)C)C=1C=C(C=CC1OC)N (3-(4-chloro-2-methyl-5-trifluoromethyl-2H-pyrazol-3-yl)-4-methoxy-phenylamine). The yield is 66.7%. As a reaction SMILES: [Cl:1][C:2]1[C:3]([C:19]([F:22])([F:21])[F:20])=[N:4][N:5]([CH3:18])[C:6]=1[C:7]1[CH:12]=[C:11]([N+:13]([O-])=O)[CH:10]=[CH:9][C:8]=1[O:16][CH3:17]>CCO>[Cl:1][C:2]1[C:3]([C:19]([F:22])([F:20])[F:21])=[N:4][N:5]([CH3:18])[C:6]=1[C:7]1[CH:12]=[C:11]([NH2:13])[CH:10]=[CH:9][C:8]=1[O:16][CH3:17]. Reported procedure: To a stirred solution of 4-chloro-5-(2-methoxy-5-nitro-phenyl)-1-methyl-3-trifluoromethyl-1H-pyrazole (0.11 g, 0.33 mmol) in EtOH (1.0 mL) was added SnCl22H2O (0.30 g, 1.31 mmol, 4.0 eq.) and the mixture was stirred at reflux for 2 hours followed by the removal of EtOH under vacuum. The resulting solid was dissolved in EtOAc and 1N NaOH was added until the pH was adjusted to 6. The mixture was stirred overnight and filtered through celite. The aqueous phase was extracted with EtOAc (3×50 mL). Th... Reactants: Cl.CS(=O)(=O)NC1=CC=C(C(=O)C2CCNCC2)C=C1 (4-(4-methylsulfonylaminobenzoyl)piperidine hydrochloride), [OH-].[Na+] (sodium hydroxide), CC1=NC2=CC=CC=C2N=C1 (2-methylquinoxaline), C=O (formalin). The solvent is C(C)O (ethanol). Run at temperature 90 celsius, time 1 hour. Yields the product CS(=O)(=O)NC1=CC=C(C(=O)C2CCN(CC2)CCC2=NC3=CC=CC=C3N=C2)C=C1 (4-(4-Methylsulfonylaminobenzoyl)-1-[2-(2-quinoxalinyl)ethyl]piperidine). The yield is 5.0%. Reaction SMILES: Cl.[CH3:2][S:3]([NH:6][C:7]1[CH:20]=[CH:19][C:10]([C:11]([CH:13]2[CH2:18][CH2:17][NH:16][CH2:15][CH2:14]2)=[O:12])=[CH:9][CH:8]=1)(=[O:5])=[O:4].[CH3:21][C:22]1[CH:31]=[N:30][C:29]2[C:24](=[CH:25][CH:26]=[CH:27][CH:28]=2)[N:23]=1.[CH2:32]=O.[OH-].[Na+]>C(O)C>[CH3:2][S:3]([NH:6][C:7]1[CH:8]=[CH:9][C:10]([C:11]([CH:13]2[CH2:18][CH2:17][N:16]([CH2:32][CH2:21][C:22]3[CH:31]=[N:30][C:29]4[C:24](=[CH:25][CH:26]=[CH:27][CH:28]=4)[N:23]=3)[CH2:15][CH2:14]2)=[O:12])=[CH:19][CH:20]=1)(=[O:4])=[O:5] |f:0.1,4.5|. Procedure: 5.0 g (15.7 mmol) of 4-(4-methylsulfonylaminobenzoyl)piperidine hydrochloride was suspended in 5 ml of ethanol. 2.49 g of 2-methylquinoxaline and 7.0 ml of formalin were added to the suspension and the mixture was stirred at 90° C. for 1 h. After cooling, the mixture was neutralized with a 20% aqueous sodium hydroxide solution and the formed crystals were recrystallized from ethyl acetate to obtain 0.32 g (yield: 5%) of the intended compound. Product: COC(=O)CCc1ccc2c(c1)N(C)C(=O)CN=C2c1ccccc1. Reaction SMILES: [CH3:1][N:2]1[C:3](=[O:25])[CH2:4][N:5]=[C:6]([c:19]2[cH:20][cH:21][cH:22][cH:23][cH:24]2)[c:7]2[c:8]1[cH:9][c:10]([CH:13]=[CH:14][C:15](=[O:16])[O:17][CH3:18])[cH:11][cH:12]2.[CH3:26][OH:27]>>[CH3:1][N:2]1[C:3](=[O:25])[CH2:4][N:5]=[C:6]([c:19]2[cH:20][cH:21][cH:22][cH:23][cH:24]2)[c:7]2[c:8]1[cH:9][c:10]([CH2:13][CH2:14][C:15](=[O:16])[O:17][CH3:18])[cH:11][cH:12]2. Reactants: COC(=O)C=Cc1ccc2c(c1)N(C)C(=O)CN=C2c1ccccc1, CO. The reactants are ClC1=C(C=NC2=CC=C(N=C12)OC1=CC=CC=C1)C(=O)OCC (ethyl 4-chloro-6-phenoxy-1,5-naphthyridine-3-carboxylate), COC1=CC=C(N)C=C1 (4-methoxyaniline), C([O-])([O-])=O.[K+].[K+] (potassium carbonate). The solvent is C1CCOC1 (THF). Conditions: time 24 hour. The product is Cl.COC1=CC=C(NC2=C(C=NC3=CC=C(N=C23)OC2=CC=CC=C2)C(=O)OCC)C=C1 (ethyl 4-(4-methoxyanilino)-6-phenoxy-1,5-naphthyridine-3-carboxylate hydrochloride). As a reaction SMILES: [Cl:1][C:2]1[C:11]2[C:6](=[CH:7][CH:8]=[C:9]([O:12][C:13]3[CH:18]=[CH:17][CH:16]=[CH:15][CH:14]=3)[N:10]=2)[N:5]=[CH:4][C:3]=1[C:19]([O:21][CH2:22][CH3:23])=[O:20].[CH3:24][O:25][C:26]1[CH:32]=[CH:31][C:29]([NH2:30])=[CH:28][CH:27]=1.C(=O)([O-])[O-].[K+].[K+]>C1COCC1>[ClH:1].[CH3:24][O:25][C:26]1[CH:32]=[CH:31][C:29]([NH:30][C:2]2[C:11]3[C:6](=[CH:7][CH:8]=[C:9]([O:12][C:13]4[CH:18]=[CH:17][CH:16]=[CH:15][CH:14]=4)[N:10]=3)[N:5]=[CH:4][C:3]=2[C:19]([O:21][CH2:22][CH3:23])=[O:20])=[CH:28][CH:27]=1 |f:2.3.4,6.7|. Procedure: A mixture of ethyl 4-chloro-6-phenoxy-1,5-naphthyridine-3-carboxylate (3.0 g), 4-methoxyaniline (1.16 g), potassium carbonate (2.65 g) and THF (60 ml) was stirred at ambient temperature for 24 hours. The reaction mixture was worked up as described in Example 2 to give ethyl 4-(4-methoxyanilino)-6-phenoxy-1,5-naphthyridine-3-carboxylate hydrochloride, m.p. 191°-193° C.